Task: describe an organic reaction: reactants, conditions, products, and yield. Dataset: the Open Reaction Database (ORD), a public repository of structured organic reaction records Reactants: CC(=O)O[BH-](OC(C)=O)OC(C)=O, CC(=O)O, CCOC(=O)C(CC)Oc1cccc(C=O)c1, ClCCCl, NCCCOc1ccc(F)cc1, [Na+], [Na+], O=C([O-])O. Yields the product CCOC(=O)C(CC)Oc1cccc(CNCCCOc2ccc(F)cc2)c1. Reaction SMILES: [C:30]([O:31][BH-:32]([O:33][C:34](=[O:35])[CH3:36])[O:37][C:38](=[O:39])[CH3:40])(=[O:41])[CH3:42].[CH3:53][C:54](=[O:55])[OH:56].[CH:1](=[O:2])[c:3]1[cH:4][c:5]([O:6][CH:7]([C:8](=[O:9])[O:10][CH2:11][CH3:12])[CH2:13][CH3:14])[cH:15][cH:16][cH:17]1.[Cl:49][CH2:50][CH2:51][Cl:52].[F:18][c:19]1[cH:20][cH:21][c:22]([O:23][CH2:24][CH2:25][CH2:26][NH2:27])[cH:28][cH:29]1.[Na+:43].[Na+:44].[OH:45][C:46](=[O:47])[O-:48]>>[CH2:1]([c:3]1[cH:4][c:5]([O:6][CH:7]([C:8](=[O:9])[O:10][CH2:11][CH3:12])[CH2:13][CH3:14])[cH:15][cH:16][cH:17]1)[NH:27][CH2:26][CH2:25][CH2:24][O:23][c:22]1[cH:21][cH:20][c:19]([F:18])[cH:29][cH:28]1. Reactants: O=C([O-])[O-], CS(=O)(=O)OCCCc1ccc(OCc2ccccc2)cc1, CN(C)C=O, [K+], [K+], O, c1c[nH]cn1. The product is c1ccc(COc2ccc(CCCn3ccnc3)cc2)cc1. As a reaction SMILES: [C:28](=[O:29])([O-:30])[O-:31].[CH3:1][S:2]([O:3][CH2:6][CH2:7][CH2:8][c:9]1[cH:10][cH:11][c:12]([O:15][CH2:16][c:17]2[cH:18][cH:19][cH:20][cH:21][cH:22]2)[cH:13][cH:14]1)(=[O:4])=[O:5].[CH3:34][N:35]([CH3:36])[CH:37]=[O:38].[K+:32].[K+:33].[OH2:39].[nH:23]1[cH:24][n:25][cH:26][cH:27]1>>[CH2:6]([CH2:7][CH2:8][c:9]1[cH:10][cH:11][c:12]([O:15][CH2:16][c:17]2[cH:18][cH:19][cH:20][cH:21][cH:22]2)[cH:13][cH:14]1)[n:23]1[cH:24][n:25][cH:26][cH:27]1. Reactants: CCCCCCCCCCCCCc1c[nH]c(C(=O)OC)c1, CCO, Cl, [Na+], [OH-], O. The product is CCCCCCCCCCCCCc1c[nH]c(C(=O)O)c1. As a reaction SMILES: [CH2:1]([CH2:2][CH2:3][CH2:4][CH2:5][CH2:6][CH2:7][CH2:8][CH2:9][CH2:10][CH2:11][CH2:12][CH3:13])[c:14]1[cH:15][c:16]([C:19](=[O:20])[O:21][CH3:22])[nH:17][cH:18]1.[CH3:23][CH2:24][OH:25].[ClH:28].[Na+:27].[OH-:26].[OH2:29]>>[CH2:1]([CH2:2][CH2:3][CH2:4][CH2:5][CH2:6][CH2:7][CH2:8][CH2:9][CH2:10][CH2:11][CH2:12][CH3:13])[c:14]1[cH:15][c:16]([C:19](=[O:20])[OH:21])[nH:17][cH:18]1.